This data is from the Open Reaction Database (ORD), a public repository of structured organic reaction records. The task is: describe an organic reaction: reactants, conditions, products, and yield The reactants are C([O-])([O-])=O.[K+].[K+] (Potassium carbonate), FC=1C=C2C(=CNC2=CC1)[N+](=O)[O-] (5-fluoro-3-nitro-indole), BrCCC (1-bromo-propane). The solvent is C(C)#N (ACN). Run at temperature 80 celsius, time 8 hour. The product is FC=1C=C2C(=CN(C2=CC1)CCC)[N+](=O)[O-] (5-fluoro-3-nitro-1-propyl-1H-indole). The yield is 41.8%. RXN SMILES: C(=O)([O-])[O-].[K+].[K+].[F:7][C:8]1[CH:9]=[C:10]2[C:14](=[CH:15][CH:16]=1)[NH:13][CH:12]=[C:11]2[N+:17]([O-:19])=[O:18].Br[CH2:21][CH2:22][CH3:23]>C(#N)C>[F:7][C:8]1[CH:9]=[C:10]2[C:14](=[CH:15][CH:16]=1)[N:13]([CH2:21][CH2:22][CH3:23])[CH:12]=[C:11]2[N+:17]([O-:19])=[O:18] |f:0.1.2|. Procedure details: Potassium carbonate (1.5 g, 11.1 mmol) was added to a solution of 5-fluoro-3-nitro-indole (1.0 g, 5.6 mmol) and 1-bromo-propane (820 mg, 6.7 mmol) in ACN (20 mL) at rt. The reaction was heated to 80° C. and stirred overnight. The solution was filtered and concentrated, and the residue was purified by silica gel chromatography to give 520 mg (42%) of the title compound as a brown solid. 1H NMR (400 MHz, DMSO-d6): δ 0.86 (3H, t, J=7.2 Hz), 1.81-1.87 (2H, m), 4.30 (2H, t, J=7.2 Hz), 7.28 (1H, td, J...